This data is from the Open Reaction Database (ORD), a public repository of structured organic reaction records. The task is: describe an organic reaction: reactants, conditions, products, and yield Reactants: C(C)(C)(C)OC(N[C@H](C(=O)N1CCC(CC1)O)CC=1N=CN(C1)S(=O)(=O)C1=CC=C(C=C1)C)=O ((S)-{2-(4-Hydroxy-piperidin-1-yl)-2-oxo-1-[1-(toluene-4-sulfonyl)-1H-imidazol-4-ylmethyl]-ethyl}-carbamic acid tert-butyl ester), Cl.O1CCOCC1 (HCl dioxane). Run at temperature 25 celsius, time 1.5 hour. The product is Cl.N[C@H](C(=O)N1CCC(CC1)O)CC=1N=CNC1 ((S)-2-Amino-1-(4-hydroxy-piperidin-1-yl)-3-(l H-imidazol-4-yl)-propan-1-one hydrochloride). As a reaction SMILES: C(OC(=O)[NH:7][C@@H:8]([CH2:18][C:19]1[N:20]=[CH:21][N:22](S(C2C=CC(C)=CC=2)(=O)=O)[CH:23]=1)[C:9]([N:11]1[CH2:16][CH2:15][CH:14]([OH:17])[CH2:13][CH2:12]1)=[O:10])(C)(C)C.[ClH:35].O1CCOCC1>>[ClH:35].[NH2:7][C@@H:8]([CH2:18][C:19]1[N:20]=[CH:21][NH:22][CH:23]=1)[C:9]([N:11]1[CH2:12][CH2:13][CH:14]([OH:17])[CH2:15][CH2:16]1)=[O:10] |f:1.2,3.4|. Reported procedure: (S)-{2-(4-Hydroxy-piperidin-1-yl)-2-oxo-1-[1-(toluene-4-sulfonyl)-1H-imidazol-4-ylmethyl]-ethyl}-carbamic acid tert-butyl ester (512 mg, 1.0 mmol) was dissolved in 4 M HCl-dioxane (3 mL) at 0° C. The mixture was stirred at 25° C. for 1.5 hours, concentrated and the residue triturated with ether. Yield, 422 mg, 105%; TSPMS 283 (MH+, 100%).